Dataset: the Open Reaction Database (ORD), a public repository of structured organic reaction records. Task: describe an organic reaction: reactants, conditions, products, and yield Reactants: N1C=CC2=CC=CC=C12 (indole), N1=CC(=CC=C1)CCl (3-pyridylmethyl chloride), [H-].[Na+] (NaH), N1=CC(=CC=C1)CN1C(=C(C2=CC(=CC=C12)OCC=1SC=CN1)CCON=CC(=O)O)C (glyoxylic acid-O-2-[1-(3-pyridylmethyl)-5-(thiazol-2-ylmethoxy)-2-methylindol-3-yl]ethyl oxime), FC(C(=O)O)(F)F (trifluoroacetic acid). The product is N1=CC(=CC=C1)CN1C(=C(C2=CC(=CC=C12)OCC=1SC=CN1)CCON=CC(=O)O)C (glyoxylic acid-O-2-[1-(3-pyridylmethyl)-5-(thiazol-2-ylmethoxy)-2-methylindol-3-yl]ethyl oxime), N1=CC(=CC=C1)CN1C(=C(C2=CC(=CC=C12)OCC=1SC=CN1)CCON=CC(=O)OC=1C=NC=CC1)C (glyoxylic acid 3-pyridyl ester-O-2-[1-(3-pyridylmethyl)-5-(thiazol-2-ylmethoxy)-2-methylindol-3-yl]ethyl oxime). RXN SMILES: [N:1]1[CH:6]=[CH:5][CH:4]=[C:3]([CH2:7][N:8]2[C:16]3[C:11](=[CH:12][C:13]([O:17][CH2:18][C:19]4[S:20][CH:21]=[CH:22][N:23]=4)=[CH:14][CH:15]=3)[C:10]([CH2:24][CH2:25][O:26][N:27]=[CH:28][C:29]([OH:31])=[O:30])=[C:9]2[CH3:32])[CH:2]=1.FC(F)(F)C(O)=O.[NH:40]1[C:48]2[C:43](=[CH:44][CH:45]=[CH:46]C=2)C=C1.N1C=CC=C(CCl)C=1.[H-].[Na+]>>[N:1]1[CH:6]=[CH:5][CH:4]=[C:3]([CH2:7][N:8]2[C:16]3[C:11](=[CH:12][C:13]([O:17][CH2:18][C:19]4[S:20][CH:21]=[CH:22][N:23]=4)=[CH:14][CH:15]=3)[C:10]([CH2:24][CH2:25][O:26][N:27]=[CH:28][C:29]([OH:31])=[O:30])=[C:9]2[CH3:32])[CH:2]=1.[N:1]1[CH:6]=[CH:5][CH:4]=[C:3]([CH2:7][N:8]2[C:16]3[C:11](=[CH:12][C:13]([O:17][CH2:18][C:19]4[S:20][CH:21]=[CH:22][N:23]=4)=[CH:14][CH:15]=3)[C:10]([CH2:24][CH2:25][O:26][N:27]=[CH:28][C:29]([O:31][C:43]3[CH:48]=[N:40][CH:46]=[CH:45][CH:44]=3)=[O:30])=[C:9]2[CH3:32])[CH:2]=1 |f:4.5|. Procedure: The title compound is prepared by reaction of glyoxylic acid-O-2-[1-(3-pyridylmethyl)-5-(thiazol-2-ylmethoxy)-2-methylindol-3-yl]ethyl oxime with trifluoroacetic acid to remove the t-BOC group followed by reaction of the indole intermediate with two equivalents of 3-pyridylmethyl chloride in the presence of a suitable base such as NaH to provide the intermediate glyoxylic acid 3-pyridyl ester-O-2-[1-(3-pyridylmethyl)-5-(thiazol-2-ylmethoxy)-2-methylindol-3-yl]ethyl oxime which is subsequently sa...